This data is from the Open Reaction Database (ORD), a public repository of structured organic reaction records. The task is: describe an organic reaction: reactants, conditions, products, and yield Product: CC1(C)CCSc2c(Br)cccc21. Starting materials: CC(C)=CCSc1ccccc1Br, Cc1ccccc1, Cc1ccc(S(=O)(=O)O)cc1. Reaction SMILES: [Br:1][c:2]1[c:3]([S:8][CH2:9][CH:10]=[C:11]([CH3:12])[CH3:13])[cH:4][cH:5][cH:6][cH:7]1.[CH3:25][c:26]1[cH:27][cH:28][cH:29][cH:30][cH:31]1.[c:14]1([CH3:15])[cH:16][cH:17][c:18]([S:19]([OH:20])(=[O:21])=[O:22])[cH:23][cH:24]1>>[Br:1][c:2]1[c:3]2[c:4]([cH:5][cH:6][cH:7]1)[C:11]([CH3:12])([CH3:13])[CH2:10][CH2:9][S:8]2. Starting materials: CCOc1cc(C(=O)OC)cc(OC)c1Br, Cn1cc(B2OC(C)(C)C(C)(C)O2)cn1, COCCOC, [K+], [K+], [K+], O, O=P([O-])([O-])[O-]. Product: CCOc1cc(C(=O)OC)cc(OC)c1-c1cnn(C)c1. As a reaction SMILES: [CH2:1]([CH3:2])[O:3][c:4]1[cH:5][c:6]([C:7](=[O:8])[O:9][CH3:10])[cH:11][c:12]([O:15][CH3:16])[c:13]1[Br:14].[CH3:17][n:18]1[n:19][cH:20][c:21]([B:23]2[O:24][C:25]([CH3:26])([CH3:27])[C:28]([CH3:29])([CH3:30])[O:31]2)[cH:22]1.[CH3:41][O:42][CH2:43][CH2:44][O:45][CH3:46].[K+:37].[K+:38].[K+:39].[OH2:40].[P:32]([O-:33])([O-:34])([O-:35])=[O:36]>>[CH2:1]([CH3:2])[O:3][c:4]1[cH:5][c:6]([C:7](=[O:8])[O:9][CH3:10])[cH:11][c:12]([O:15][CH3:16])[c:13]1-[c:21]1[cH:20][n:19][n:18]([CH3:17])[cH:22]1. Reactants: CO, CO, [Co], Cn1cc2c3c(c(F)cc2n1)CCC3=CC#N, N, C1CCOC1. Product: Cn1cc2c3c(c(F)cc2n1)CCC3=CCN. As a reaction SMILES: [CH3:18][OH:19].[CH3:21][OH:22].[Co:28].[F:1][c:2]1[c:3]2[c:4]([c:5]3[cH:6][n:7]([CH3:11])[n:8][c:9]3[cH:10]1)[C:12](=[CH:15][C:16]#[N:17])[CH2:13][CH2:14]2.[NH3:20].[O:23]1[CH2:24][CH2:25][CH2:26][CH2:27]1>>[F:1][c:2]1[c:3]2[c:4]([c:5]3[cH:6][n:7]([CH3:11])[n:8][c:9]3[cH:10]1)[C:12](=[CH:15][CH2:16][NH2:17])[CH2:13][CH2:14]2. The reactants are CC(C)(C)OC(=O)NCCBr, O=C([O-])[O-], CC(C)=O, [K+], [K+], Cn1nccc1-c1cc(N)ccc1O. The product is Cn1nccc1-c1cc(N)ccc1OCCNC(=O)OC(C)(C)C. RXN SMILES: [Br:15][CH2:16][CH2:17][NH:18][C:19]([O:20][C:21]([CH3:22])([CH3:23])[CH3:24])=[O:25].[C:26](=[O:27])([O-:28])[O-:29].[CH3:32][C:33](=[O:34])[CH3:35].[K+:30].[K+:31].[NH2:1][c:2]1[cH:3][c:4](-[c:9]2[cH:10][cH:11][n:12][n:13]2[CH3:14])[c:5]([OH:8])[cH:6][cH:7]1>>[NH2:1][c:2]1[cH:3][c:4](-[c:9]2[cH:10][cH:11][n:12][n:13]2[CH3:14])[c:5]([O:8][CH2:16][CH2:17][NH:18][C:19]([O:20][C:21]([CH3:22])([CH3:23])[CH3:24])=[O:25])[cH:6][cH:7]1. Starting materials: CS(=O)(=O)Cl, C[S-], CC(C)(C)OC(=O)N1CC(COS(C)(=O)=O)C1, Cc1ccccc1, CCN(C(C)C)C(C)C, ClCCl, [Na+], CN(C)C=O, CC(C)(C)OC(=O)N1CC(CO)C1. Yields the product CSCC1CN(C(=O)OC(C)(C)C)C1. RXN SMILES: [CH3:1][S:2](=[O:3])(=[O:4])[Cl:5].[CH3:28][S-:29].[CH3:31][S:32]([O:33][CH2:34][CH:35]1[CH2:36][N:37]([C:38]([O:39][C:40]([CH3:41])([CH3:42])[CH3:43])=[O:44])[CH2:45]1)(=[O:46])=[O:47].[CH3:56][c:57]1[cH:58][cH:59][cH:60][cH:61][cH:62]1.[CH:19]([N:20]([CH2:21][CH3:22])[CH:23]([CH3:24])[CH3:25])([CH3:26])[CH3:27].[Cl:48][CH2:49][Cl:50].[Na+:30].[O:51]=[CH:52][N:53]([CH3:54])[CH3:55].[OH:6][CH2:7][CH:8]1[CH2:9][N:10]([C:12](=[O:13])[O:14][C:15]([CH3:16])([CH3:17])[CH3:18])[CH2:11]1>>[CH3:1][S:2][CH2:7][CH:8]1[CH2:9][N:10]([C:12](=[O:13])[O:14][C:15]([CH3:16])([CH3:17])[CH3:18])[CH2:11]1. Starting materials: CN1N(C(C(C1=O)C1=C(C=C(C=C1C)C)C)=O)C (1,2-dimethyl-4-(2,4,6-trimethylphenyl)pyrazolidine-3, 5-dione), ClN1C(CCC1=O)=O (N-chlorosuccinic acid imide), C(Cl)(Cl)(Cl)Cl (carbon tetrachloride). The reagents and catalysts are C(C1=CC=CC=C1)(=O)OOC(C1=CC=CC=C1)=O (benzoyl peroxide). The solvent is O (Water). Yields the product ClC1(C(N(N(C1=O)C)C)=O)C1=C(C=C(C=C1C)C)C (4-chloro-1,2-dimethyl-4-(2,4,6-trimethylphenyl)pyrazolidine-3,5-dione). The yield is 78.4%. Reaction SMILES: [CH3:1][N:2]1[C:6](=[O:7])[CH:5]([C:8]2[C:13]([CH3:14])=[CH:12][C:11]([CH3:15])=[CH:10][C:9]=2[CH3:16])[C:4](=[O:17])[N:3]1[CH3:18].[Cl:19]N1C(=O)CCC1=O.C(Cl)(Cl)(Cl)Cl>C(OOC(=O)C1C=CC=CC=1)(=O)C1C=CC=CC=1.O>[Cl:19][C:5]1([C:8]2[C:9]([CH3:16])=[CH:10][C:11]([CH3:15])=[CH:12][C:13]=2[CH3:14])[C:6](=[O:7])[N:2]([CH3:1])[N:3]([CH3:18])[C:4]1=[O:17]. Procedure: There was refluxed with heating a mixture of 0.50 g (2.0 mmols) of 1,2-dimethyl-4-(2,4,6-trimethylphenyl)pyrazolidine-3, 5-dione, 0.32 g (2.4 mmols) of N-chlorosuccinic acid imide, 19 mg (0.08 mmol) of benzoyl peroxide and 20 ml of carbon tetrachloride for 30 minutes. Water was added to the reaction mixture, followed by extraction with chloroform. The extract was washed with an aqueous solution of saturated sodium hydrogencarbonate and a saturated solution of sodium chloride and was dried over a... The reactants are CN, C1CCOC1, O=C1CCc2cc3c(cc2O1)C1CCCCC1C(c1ccc(O)cc1)C3. RXN SMILES: [CH3:27][NH2:28].[O:29]1[CH2:30][CH2:31][CH2:32][CH2:33]1.[OH:1][c:2]1[cH:3][cH:4][c:5]([CH:8]2[CH:9]3[CH:10]([c:11]4[cH:12][c:13]5[c:18]([cH:19][c:20]4[CH2:21]2)[CH2:17][CH2:16][C:15](=[O:22])[O:14]5)[CH2:23][CH2:24][CH2:25][CH2:26]3)[cH:6][cH:7]1>>[OH:1][c:2]1[cH:3][cH:4][c:5]([CH:8]2[CH:9]3[CH:10]([c:11]4[cH:12][c:13]([OH:14])[c:18]([CH2:17][CH2:16][C:15](=[O:22])[NH:28][CH3:27])[cH:19][c:20]4[CH2:21]2)[CH2:23][CH2:24][CH2:25][CH2:26]3)[cH:6][cH:7]1. Yields the product CNC(=O)CCc1cc2c(cc1O)C1CCCCC1C(c1ccc(O)cc1)C2.